From a dataset of the Open Reaction Database (ORD), a public repository of structured organic reaction records. describe an organic reaction: reactants, conditions, products, and yield Starting materials: CO, COc1cc([N+](=O)[O-])cc(S(C)(=O)=O)c1, ClCCl. RXN SMILES: [CH3:16][OH:17].[CH3:1][S:2](=[O:3])(=[O:4])[c:5]1[cH:6][c:7]([O:14][CH3:15])[cH:8][c:9]([N+:11]([O-:12])=[O:13])[cH:10]1.[Cl:18][CH2:19][Cl:20]>>[CH3:1][S:2](=[O:3])(=[O:4])[c:5]1[cH:6][c:7]([O:14][CH3:15])[cH:8][c:9]([NH2:11])[cH:10]1. Yields the product COc1cc(N)cc(S(C)(=O)=O)c1. Reactants: C(C)(=O)OCC (Ethyl acetate), ClC=1C=C(C(=C2C=CNC12)C)NC1=C(C=NC=C1C#N)I (4-[(7-chloro-4-methyl-1H-indol-5-yl)amino]-5-iodonicotinonitrile), ClCCOC1=CC=C(C=C1)B(OC(C)C)OC(C)C (diisopropyl 4-(2-chloroethoxy)phenylboronate), C([O-])([O-])=O.[Na+].[Na+] (sodium carbonate). The reagents and catalysts are C=1C=CC(=CC1)[P](C=2C=CC=CC2)(C=3C=CC=CC3)[Pd]([P](C=4C=CC=CC4)(C=5C=CC=CC5)C=6C=CC=CC6)([P](C=7C=CC=CC7)(C=8C=CC=CC8)C=9C=CC=CC9)[P](C=1C=CC=CC1)(C=1C=CC=CC1)C=1C=CC=CC1 (tetrakis(triphenylphosphine)palladium(0)). The solvent is COCCOC (DME). Run at temperature 80 celsius. Product: ClCCOC1=CC=C(C=C1)C=1C=NC=C(C#N)C1NC=1C(=C2C=CNC2=C(C1)Cl)C (5-[4-(2-chloroethoxy)phenyl]-4-[(7-chloro-4-methyl-1H-indol-5-yl)amino]nicotinonitrile). Isolated yield 84.8%. Reaction SMILES: [Cl:1][C:2]1[CH:3]=[C:4]([NH:12][C:13]2[C:18]([C:19]#[N:20])=[CH:17][N:16]=[CH:15][C:14]=2I)[C:5]([CH3:11])=[C:6]2[C:10]=1[NH:9][CH:8]=[CH:7]2.[Cl:22][CH2:23][CH2:24][O:25][C:26]1[CH:31]=[CH:30][C:29](B(OC(C)C)OC(C)C)=[CH:28][CH:27]=1.C(=O)([O-])[O-].[Na+].[Na+].C(OCC)(=O)C>COCCOC.C1C=CC([P]([Pd]([P](C2C=CC=CC=2)(C2C=CC=CC=2)C2C=CC=CC=2)([P](C2C=CC=CC=2)(C2C=CC=CC=2)C2C=CC=CC=2)[P](C2C=CC=CC=2)(C2C=CC=CC=2)C2C=CC=CC=2)(C2C=CC=CC=2)C2C=CC=CC=2)=CC=1>[Cl:22][CH2:23][CH2:24][O:25][C:26]1[CH:31]=[CH:30][C:29]([C:14]2[CH:15]=[N:16][CH:17]=[C:18]([C:13]=2[NH:12][C:4]2[C:5]([CH3:11])=[C:6]3[C:10](=[C:2]([Cl:1])[CH:3]=2)[NH:9][CH:8]=[CH:7]3)[C:19]#[N:20])=[CH:28][CH:27]=1 |f:2.3.4,^1:62,64,83,102|. Reported procedure: To a stirred solution of 4-[(7-chloro-4-methyl-1H-indol-5-yl)amino]-5-iodonicotinonitrile (534 mg, 1.3 mmol) in DME (30 mL) was added diisopropyl 4-(2-chloroethoxy)phenylboronate (754 mg, 2.6 mmol), sodium carbonate solution (2.7 mL of 2M solution, 5.4 mmol) and tetrakis(triphenylphosphine)palladium(0) (150 mg, 0.15 mmol) under nitrogen atmosphere and the reaction mixture was heated at 80° C. for 6 h and cooled to room temperature. Ethyl acetate was added and the organic phase was washed with sa... Solvent: CO (MeOH). The reactants are C(#N)N=C(SC)N1CCC(CC1)NC(=O)C=1NC(=C(C1Cl)Cl)C (methyl N-cyano-4-{[(3,4-dichloro-5-methyl-1H-pyrrol-2-yl)carbonyl]amino}piperidine-1-carbimidothioate), C(#N)N=C(SC)N1CCC(CC1)NC(=O)C=1NC(=C(C1Cl)Cl)C (methyl N-cyano-4-{[(3,4-dichloro-5-methyl-1H-pyrrol-2-yl)carbonyl]amino}piperidine-1-carbimidothioate), SCC(=O)OC (methyl mercaptoacetate), TEA. Product: NC=1N=C(SC1C(=O)OC)N1CCC(CC1)NC(=O)C=1NC(=C(C1Cl)Cl)C (Methyl 4-amino-2-(4-{[(3,4-dichloro-5-methyl-1H-pyrrol-2-yl)carbonyl]amino}piperidin-1-yl)-1,3-thiazole-5-carboxylate). As a reaction SMILES: [C:1]([N:3]=[C:4]([N:7]1[CH2:12][CH2:11][CH:10]([NH:13][C:14]([C:16]2[NH:17][C:18]([CH3:23])=[C:19]([Cl:22])[C:20]=2[Cl:21])=[O:15])[CH2:9][CH2:8]1)[S:5][CH3:6])#[N:2].SC[C:26]([O:28][CH3:29])=[O:27]>CO>[NH2:2][C:1]1[N:3]=[C:4]([N:7]2[CH2:12][CH2:11][CH:10]([NH:13][C:14]([C:16]3[NH:17][C:18]([CH3:23])=[C:19]([Cl:22])[C:20]=3[Cl:21])=[O:15])[CH2:9][CH2:8]2)[S:5][C:6]=1[C:26]([O:28][CH3:29])=[O:27]. Run at time 8 hour. Reported procedure: A suspension of methyl N-cyano-4-{[(3,4-dichloro-5-methyl-1H-pyrrol-2-yl)carbonyl]amino}piperidine-1-carbimidothioate (Intermediate 91, 1.78 g, 4.8 mmol) and methyl mercaptoacetate (0.43 ml, 4.8 mmol) with TEA (1.2 ml, 8.6 mmol) in MeOH was stirred at room temperature overnight. Reaction mixture was concentrated to 50% volume, the precipitate was filtered off and the solid was washed with MeOH and dried.